From a dataset of the Open Reaction Database (ORD), a public repository of structured organic reaction records. describe an organic reaction: reactants, conditions, products, and yield Reactants: C12(CC3CC(CC(C1)C3)C2)C=2C=C(C(=O)OC3=CC(=C(C(=O)OCC=C)C=C3)C)C=CC2OC (allyl 4-[3-(1-adamantyl)-4-methoxybenzoyloxy]-2-methylbenzoate), C12(CC3CC(CC(C1)C3)C2)C=2C=C(C(=O)OC3=CC(=C(C(=O)O)C=C3)C)C=CC2OC (4-[3-(1-adamantyl)-4-methoxybenzoyloxy]-2-methylbenzoic acid). Yields the product CC1=C(C(=O)O)C=CC=C1 (methylbenzoic acid). Reaction SMILES: C12(C3C=C(C=CC=3OC)C(O[C:17]3[CH:28]=[CH:27][C:20]([C:21]([O:23]CC=C)=[O:22])=[C:19]([CH3:29])[CH:18]=3)=O)CC3CC(CC(C3)C1)C2.C12(C3C=C(C=CC=3OC)C(OC3C=CC(C(O)=O)=C(C)C=3)=O)CC3CC(CC(C3)C1)C2>>[CH3:29][C:19]1[CH:18]=[CH:17][CH:28]=[CH:27][C:20]=1[C:21]([OH:23])=[O:22]. Procedure details: In a manner analogous to Example 2(c), starting with 1.38 g (3 mmoles) of allyl 4-[3-(1-adamantyl)-4-methoxybenzoyloxy]-2-methylbenzoate, 780 mg of 4-[3-(1-adamantyl)-4-methoxybenzoyloxy]-2-methylbenzoic acid having a melting point of 236°-237° C. are obtained. The reactants are CC(=O)O, [BH3-]C#N, CN, Cc1c(C=O)sc2ccccc12, CO, [Na+]. Product: CNCc1sc2ccccc2c1C. Reaction SMILES: [C:15]([OH:16])(=[O:17])[CH3:18].[C:19](#[N:20])[BH3-:21].[CH3:13][NH2:14].[CH3:1][c:2]1[c:3]2[c:4]([s:5][c:6]1[CH:7]=[O:8])[cH:9][cH:10][cH:11][cH:12]2.[CH3:23][OH:24].[Na+:22]>>[CH3:1][c:2]1[c:3]2[c:4]([s:5][c:6]1[CH2:7][NH:20][CH3:19])[cH:9][cH:10][cH:11][cH:12]2.